From a dataset of the Open Reaction Database (ORD), a public repository of structured organic reaction records. describe an organic reaction: reactants, conditions, products, and yield The yield is 33.0%. Procedure: The same synthetic method for compound 22 was used except using 2-octyldodecyl amine instead of 2-decyltetradecyl amine, and the yield was 33% (calculated based on the TBNDA as a starting material). As a reaction SMILES: [CH2:1]([CH:11]([CH2:63][CH2:64][CH2:65][CH2:66][CH2:67][CH2:68][CH2:69][CH2:70][CH2:71][CH2:72]CC)[CH2:12][N:13]=[C:14]([C:16]1[C:25]2[C:24]([C:26]([OH:28])=[O:27])=[C:23]([Br:29])[C:22]([Br:30])=[C:21]([C:31]([OH:33])=[O:32])[C:20]=2[C:19]([C:34](=[N:36][CH2:37][CH:38]([CH2:51][CH2:52][CH2:53][CH2:54][CH2:55][CH2:56][CH2:57][CH2:58]CC)[CH2:39][CH2:40][CH2:41][CH2:42][CH2:43][CH2:44][CH2:45][CH2:46][CH2:47][CH2:48]CC)[OH:35])=[C:18]([Br:61])[C:17]=1[Br:62])[OH:15])[CH2:2][CH2:3][CH2:4][CH2:5][CH2:6][CH2:7][CH2:8]CC.C(C(CCCCCCCCCC)CN)CCCCCCC>>[CH2:51]([CH:38]([CH2:39][CH2:40][CH2:41][CH2:42][CH2:43][CH2:44][CH2:45][CH2:46][CH2:47][CH3:48])[CH2:37][N:36]=[C:34]([C:19]1[C:20]2[C:21]([C:31]([OH:33])=[O:32])=[C:22]([Br:30])[C:23]([Br:29])=[C:24]([C:26]([OH:28])=[O:27])[C:25]=2[C:16]([C:14](=[N:13][CH2:12][CH:11]([CH2:1][CH2:2][CH2:3][CH2:4][CH2:5][CH2:6][CH2:7][CH3:8])[CH2:63][CH2:64][CH2:65][CH2:66][CH2:67][CH2:68][CH2:69][CH2:70][CH2:71][CH3:72])[OH:15])=[C:17]([Br:62])[C:18]=1[Br:61])[OH:35])[CH2:52][CH2:53][CH2:54][CH2:55][CH2:56][CH2:57][CH3:58]. The product is C(CCCCCCC)C(CN=C(O)C1=C(C(=C(C=2C(=C(C(=C(C12)C(=O)O)Br)Br)C(=O)O)C(O)=NCC(CCCCCCCCCC)CCCCCCCC)Br)Br)CCCCCCCCCC (N,N′-di(2-octyldodecyl)-2,3,6,7-tetrabromonaphthalene-1,4,5,8-tetracarboxylic acid diimide). Starting materials: C(CCCCCCCCC)C(CN=C(O)C1=C(C(=C(C=2C(=C(C(=C(C12)C(=O)O)Br)Br)C(=O)O)C(O)=NCC(CCCCCCCCCCCC)CCCCCCCCCC)Br)Br)CCCCCCCCCCCC (N,N′-di(2-decyltetradecyl)-2,3,6,7-tetrabromonaphthalene-1,4,5,8-tetracarboxylic acid diimide), C(CCCCCCC)C(CN)CCCCCCCCCC (2-octyldodecyl amine). The reactants are COC(CCl)=O (chloroacetic acid methyl ester), C[O-].[Na+] (sodium methylate), CO (methanol), CO (methanol). The product is COC(CC(=O)OC)=O (malonic acid dimethyl ester), COC(C)=O (acetic acid methyl ester), high-boiling compounds, COC(CCl)=O (chloroacetic acid methyl ester). Yield: 5.5%. Reaction SMILES: [CH3:1][O:2][C:3](=[O:6])[CH2:4][Cl:5].[CH3:7][O-:8].[Na+].[CH3:10][OH:11]>>[CH3:1][O:2][C:3](=[O:6])[CH2:4][C:7]([O:11][CH3:10])=[O:8].[CH3:1][O:2][C:3](=[O:6])[CH3:4].[CH3:1][O:2][C:3](=[O:6])[CH2:4][Cl:5] |f:1.2|. Procedure details: As in Example 1, but with 25 g of Co2 (CO)8 and 2.5 l of methanol, at 5.2 at. CO and 60° C., 868 g (8 moles) of chloroacetic acid methyl ester is reacted for 51/2 hours at a pH of approximately 8.0 with 1.67 kilograms of 17.8% sodium methylate (5.5 moles) in methanol. After processing, 660 g of malonic acid dimethyl ester is obtained (yield 91%) plus 22 g of acetic acid methyl ester (yield 5.5%) and about 20 g of high-boiling compounds, and 271 g of chloroacetic acid methyl ester. Reactants: C1(=CC=CC=C1)P(C1=CC=CC=C1)C1=CC=CC=C1 (triphenylphosphine), [Li] (lithium), Cl.ClCC1=NNC=C1 (3-(chloromethyl)pyrazole hydrochloride), [Li] (lithium). Run in O1CCCC1 (tetrahydrofuran). Run at temperature 0 celsius, time 2 hour. Yields the product C1(=CC=CC=C1)P(C1=CC=CC=C1)CC1=NNC=C1 (3-(diphenylphosphinomethyl)pyrazole). Isolated yield 77.0%. RXN SMILES: [C:1]1([P:7]([C:14]2C=C[CH:17]=[CH:16][CH:15]=2)[C:8]2[CH:13]=[CH:12][CH:11]=[CH:10][CH:9]=2)[CH:6]=[CH:5][CH:4]=[CH:3][CH:2]=1.[Li].Cl.ClCC1C=C[NH:26][N:25]=1>O1CCCC1>[C:1]1([P:7]([CH2:14][C:15]2[CH:16]=[CH:17][NH:26][N:25]=2)[C:8]2[CH:13]=[CH:12][CH:11]=[CH:10][CH:9]=2)[CH:6]=[CH:5][CH:4]=[CH:3][CH:2]=1 |f:2.3,^1:19|. Procedure details: To a solution of tetrahydrofuran (100 ml) and triphenylphosphine (3.56 g, 13.6 mmol) at room temperature is added lithium (0.100 g, 14.5 mmol). The reaction mixture is stirred at room temperature for 2 hours at which time the lithium has dissolved. The bright red solution is cooled to 0° C., and 3-(chloromethyl)pyrazole hydrochloride (0.960 g, 6.8 mmol) is added at once. The ice bath is removed and the reaction solution is allowed to stir an additional 2 hours. Degassed ethanol (40 ml) is added ... The reactants are C(C)(C)(C)OC(N(C)C(C)C(NC1=NC(=CC(=C1)Br)N)=O)=O (tert-butyl-N-{1-[(6-amino-4-bromopyridin-2-yl)carbamoyl]ethyl}-N-methyl-carbamate), B1(OCC(CO1)(C)C)B2OCC(CO2)(C)C (bis(neopentyl glycolato)diboron), CC(=O)[O-].[K+] (KOAc), CS(=O)C (DMSO). Reagents/catalysts: C1(=CC=CC=C1)P([C-]1C=CC=C1)C1=CC=CC=C1.[C-]1(C=CC=C1)P(C1=CC=CC=C1)C1=CC=CC=C1.[Fe+2] (1,1′-Bis(diphenylphosphino)ferrocene), Cl[Pd]Cl (dichloropalladium(II)). Run in C(Cl)Cl (DCM). Conditions: temperature 80 celsius, time 5 hour. Product: NC1=NC(=CC(=C1)B(O)O)NC(C(C)N(C)C(=O)OC(C)(C)C)=O ([2-amino-6-(2-{[(tert-butoxy)carbonyl](methyl)amino}propanamido)pyridin-4-yl]boronic acid). Reaction SMILES: [C:1]([O:5][C:6](=[O:22])[N:7]([CH:9]([C:11](=[O:21])[NH:12][C:13]1[CH:18]=[C:17](Br)[CH:16]=[C:15]([NH2:20])[N:14]=1)[CH3:10])[CH3:8])([CH3:4])([CH3:3])[CH3:2].[B:23]1(B2OCC(C)(C)CO2)[O:28]CC(C)(C)C[O:24]1.CC([O-])=O.[K+].CS(C)=O>C(Cl)Cl.C1(P(C2C=CC=CC=2)[C-]2C=CC=C2)C=CC=CC=1.[C-]1(P(C2C=CC=CC=2)C2C=CC=CC=2)C=CC=C1.[Fe+2].Cl[Pd]Cl>[NH2:20][C:15]1[CH:16]=[C:17]([B:23]([OH:28])[OH:24])[CH:18]=[C:13]([NH:12][C:11](=[O:21])[CH:9]([N:7]([C:6]([O:5][C:1]([CH3:4])([CH3:3])[CH3:2])=[O:22])[CH3:8])[CH3:10])[N:14]=1 |f:2.3,6.7.8|. Reported procedure: 1,1′-Bis(diphenylphosphino)ferrocene]dichloropalladium(II) (0.41 g, 0.6 mmol) is added to a mixture of tert-butyl-N-{1-[(6-amino-4-bromopyridin-2-yl)carbamoyl]ethyl}-N-methyl-carbamate B1 (5.2 g, 11.2 mmol), bis(neopentyl glycolato)diboron (5.1 g, 22.4 mmol), KOAc (3.3 g, 33.6 mmol) and DMSO (20 ml) under argon atmosphere and the mixture is stirred at 80° C. for 5 h. The mixture is diluted with DCM and extracted with a saturated aqueous sodium hydrogencarbonate solution. The combined organic lay... Starting materials: C(CCC)[Li] (n-Butyllithium), [Br-].OCCC[P+](C1=CC=CC=C1)(C1=CC=CC=C1)C1=CC=CC=C1 ((3-hydroxypropyl)triphenylphosphonium bromide), COC=1C=C(C=O)C=CC1OCC1=CC=CC=C1 (3-methoxy-4-(phenylmethoxy) benzaldehyde). Run in C1CCOC1 (THF), C1CCOC1 (THF). Conditions: time 15 minute. The product is COC=1C=C(C=CC1OCC1=CC=CC=C1)/C=C/CCO ((E)-4-[3-Methoxy-4-(phenylmethoxy)phenyl]-3-buten-1-ol). Isolated yield 34.0%. Reaction SMILES: C([Li])CCC.[Br-].[OH:7][CH2:8][CH2:9][CH2:10][P+](C1C=CC=CC=1)(C1C=CC=CC=1)C1C=CC=CC=1.[CH3:30][O:31][C:32]1[CH:33]=[C:34]([CH:37]=[CH:38][C:39]=1[O:40][CH2:41][C:42]1[CH:47]=[CH:46][CH:45]=[CH:44][CH:43]=1)[CH:35]=O>C1COCC1>[CH3:30][O:31][C:32]1[CH:33]=[C:34](/[CH:35]=[CH:10]/[CH2:9][CH2:8][OH:7])[CH:37]=[CH:38][C:39]=1[O:40][CH2:41][C:42]1[CH:47]=[CH:46][CH:45]=[CH:44][CH:43]=1 |f:1.2|. Reported procedure: n-Butyllithium (1.55M in hexane, 194 ml) was added dropwise to a stirred suspension of (3-hydroxypropyl)triphenylphosphonium bromide (60.3 g) in dry THF (375 ml) cooled to 0° under nitrogen. The resulting blood-red solution was stirred at 0° for 15 min and then a solution of 3-methoxy-4-(phenylmethoxy) benzaldehyde (36.3 g) in dry THF (50 ml) added dropwise over 15 min. The mixture was stirred at 0° for 30 min, allowed to warm up to room temperature, stirred for a further 2 h and then the reacti... Starting materials: C(C1=CC=CC=C1)OC(=O)ON1C(CCC1=O)=O (N-(benzyloxycarbonyloxy)succinimide), NCC(CO)(C)C (3-amino-2,2-dimethylpropanol). Solvent: O1CCCC1 (tetrahydrofuran). Reaction conditions: time 18 hour. Yields the product C(C1=CC=CC=C1)OC(=O)NCC(CO)(C)C (3-Benzyloxycarbonylamino-2,2-di(methyl)propanol). Yield: 92.8%. As a reaction SMILES: [CH2:1]([O:8][C:9]([O:11]N1C(=O)CCC1=O)=O)[C:2]1[CH:7]=[CH:6][CH:5]=[CH:4][CH:3]=1.[NH2:19][CH2:20][C:21]([CH3:25])([CH3:24])[CH2:22][OH:23]>O1CCCC1>[CH2:1]([O:8][C:9]([NH:19][CH2:20][C:21]([CH3:25])([CH3:24])[CH2:22][OH:23])=[O:11])[C:2]1[CH:3]=[CH:4][CH:5]=[CH:6][CH:7]=1. Reported procedure: 50.0 g of N-(benzyloxycarbonyloxy)succinimide (200 mmol) was added to a solution of 13.8 g of 3-amino-2,2-dimethylpropanol (134 mmol) in tetrahydrofuran (140 ml), and the mixture was stirred at room temperature for 18 hours. The reaction mixture was concentrated under reduced pressure and diluted with water, followed by extraction with ethyl acetate. Then, the organic layer was dried over anhydrous magnesium sulfate. After filtration, the solvent was evaporated under reduced pressure, and the re...